Dataset: the Open Reaction Database (ORD), a public repository of structured organic reaction records. Task: describe an organic reaction: reactants, conditions, products, and yield The reactants are CCCCN1CCN2CCN(CCCC)P1N(CCCC)CC2, CN1CCC(CN)C1, Fc1ccc(-n2ncnc2-c2cc3c(s2)-c2nc(Cl)ccc2OCC3)c(F)c1, CC(=O)[O-], CC(=O)[O-], C1COCCO1, [Pd+2]. Product: CN1CCC(CNc2ccc3c(n2)-c2sc(-c4ncnn4-c4ccc(F)cc4F)cc2CCO3)C1. As a reaction SMILES: [CH2:37]([N:38]1[CH2:39][CH2:40][N:41]2[CH2:42][CH2:43][N:44]([CH2:45][CH2:46][CH2:47][CH3:48])[P:49]1[N:50]([CH2:51][CH2:52][CH2:53][CH3:54])[CH2:55][CH2:56]2)[CH2:57][CH2:58][CH3:59].[CH3:29][N:30]1[CH2:31][CH:32]([CH2:35][NH2:36])[CH2:33][CH2:34]1.[Cl:1][c:2]1[cH:3][cH:4][c:5]2[c:6]([n:28]1)-[c:7]1[s:8][c:9](-[c:15]3[n:16](-[c:20]4[c:21]([F:27])[cH:22][c:23]([F:26])[cH:24][cH:25]4)[n:17][cH:18][n:19]3)[cH:10][c:11]1[CH2:12][CH2:13][O:14]2.[O-:67][C:68]([CH3:69])=[O:70].[O-:71][C:72]([CH3:73])=[O:74].[O:60]1[CH2:61][CH2:62][O:63][CH2:64][CH2:65]1.[Pd+2:66]>>[c:2]1([NH:36][CH2:35][CH:32]2[CH2:31][N:30]([CH3:29])[CH2:34][CH2:33]2)[cH:3][cH:4][c:5]2[c:6]([n:28]1)-[c:7]1[s:8][c:9](-[c:15]3[n:16](-[c:20]4[c:21]([F:27])[cH:22][c:23]([F:26])[cH:24][cH:25]4)[n:17][cH:18][n:19]3)[cH:10][c:11]1[CH2:12][CH2:13][O:14]2. Reactants: [BH4-], CC(C)(C)[Si](C)(C)OCCc1ccc(C=O)s1, CCO, [Na+]. Yields the product CC(C)(C)[Si](C)(C)OCCc1ccc(CO)s1. As a reaction SMILES: [BH4-:1].[C:3]([CH3:4])([CH3:5])([CH3:6])[Si:7]([O:8][CH2:9][CH2:10][c:11]1[cH:12][cH:13][c:14]([CH:16]=[O:17])[s:15]1)([CH3:18])[CH3:19].[CH3:20][CH2:21][OH:22].[Na+:2]>>[C:3]([CH3:4])([CH3:5])([CH3:6])[Si:7]([O:8][CH2:9][CH2:10][c:11]1[cH:12][cH:13][c:14]([CH2:16][OH:17])[s:15]1)([CH3:18])[CH3:19]. The reactants are [OH-].[Na+] (NaOH), FC=1C=CC(=C2CC[C@H](C12)OC1=CC2=C([C@@H](CO2)CC(=O)OC)C=C1)C1=C(C=C(C=C1C)OCCC(C)(C)O)C (methyl 2-((S)-6-((R)-7-fluoro-4-(4-(3-hydroxy-3-methylbutoxy)-2,6-dimethylphenyl)-2,3-dihydro-1H-inden-1-yloxy)-2,3-dihydrobenzofuran-3-yl)acetate). RXN SMILES: [OH-].[Na+].[F:3][C:4]1[CH:5]=[CH:6][C:7]([C:28]2[C:33]([CH3:34])=[CH:32][C:31]([O:35][CH2:36][CH2:37][C:38]([OH:41])([CH3:40])[CH3:39])=[CH:30][C:29]=2[CH3:42])=[C:8]2[C:12]=1[C@H:11]([O:13][C:14]1[CH:27]=[CH:26][C:17]3[C@H:18]([CH2:21][C:22]([O:24]C)=[O:23])[CH2:19][O:20][C:16]=3[CH:15]=1)[CH2:10][CH2:9]2>CO>[F:3][C:4]1[CH:5]=[CH:6][C:7]([C:28]2[C:33]([CH3:34])=[CH:32][C:31]([O:35][CH2:36][CH2:37][C:38]([OH:41])([CH3:39])[CH3:40])=[CH:30][C:29]=2[CH3:42])=[C:8]2[C:12]=1[C@H:11]([O:13][C:14]1[CH:27]=[CH:26][C:17]3[C@H:18]([CH2:21][C:22]([OH:24])=[O:23])[CH2:19][O:20][C:16]=3[CH:15]=1)[CH2:10][CH2:9]2 |f:0.1|. Reaction conditions: time 12 hour. Product: FC=1C=CC(=C2CC[C@H](C12)OC1=CC2=C([C@@H](CO2)CC(=O)O)C=C1)C1=C(C=C(C=C1C)OCCC(C)(C)O)C (2-((S)-6-((R)-7-Fluoro-4-(4-(3-hydroxy-3-methylbutoxy)-2,6-dimethylphenyl)-2,3-dihydro-1H-inden-1-yloxy)-2,3-dihydrobenzofuran-3-yl)acetic acid). Procedure details: 1 M aqueous NaOH solution (420 μL) is added to a solution of methyl 2-((S)-6-((R)-7-fluoro-4-(4-(3-hydroxy-3-methylbutoxy)-2,6-dimethylphenyl)-2,3-dihydro-1H-inden-1-yloxy)-2,3-dihydrobenzofuran-3-yl)acetate (155 mg) in methanol (4 mL) at room temperature. The mixture is stirred at room temperature for 12 hours. The organic solvents are evaporated in vacuo. The residue is diluted with water and neutralized with 1 M aqueous HCl solution (420 μL). The mixture is stirred for 1 hour. The precipitate... Solvent: CO (methanol). Reactants: CON=C(C#N)C(N)=O, COCN=C=O, CC(=O)O, [H-], [Na+], C1CCOC1, O. As a reaction SMILES: [C:1](#[N:2])[C:3]([C:4](=[O:5])[NH2:6])=[N:7][O:8][CH3:9].[CH3:17][O:18][CH2:19][N:20]=[C:21]=[O:22].[CH3:24][C:25](=[O:26])[OH:27].[H-:15].[Na+:16].[O:10]1[CH2:11][CH2:12][CH2:13][CH2:14]1.[OH2:23]>>[C:1](#[N:2])[C:3]([C:4](=[O:5])[NH:6][C:21]([NH:20][CH2:19][O:18][CH3:17])=[O:22])=[N:7][O:8][CH3:9]. The product is COCNC(=O)NC(=O)C(C#N)=NOC.